describe an organic reaction: reactants, conditions, products, and yield From a dataset of the Open Reaction Database (ORD), a public repository of structured organic reaction records. Reactants: N([C@@H](CC1=CC=CC=C1)C(=O)O)C(=O)OC(C)(C)C.NN1C(=O)NC(=O)C1 (Boc-Phe Aminohydantoin). Solvent: Cl.O1CCOCC1 (HCl Dioxan). Reaction conditions: time 2 hour. Product: N[C@@H](CC1=CC=CC=C1)C(=O)O.NN1C(=O)NC(=O)C1 (Phe Aminohydantoin). RXN SMILES: [NH:1](C(OC(C)(C)C)=O)[C@H:2]([C:10]([OH:12])=[O:11])[CH2:3][C:4]1[CH:9]=[CH:8][CH:7]=[CH:6][CH:5]=1.[NH2:20][N:21]1[CH2:27][C:25](=[O:26])[NH:24][C:22]1=[O:23]>Cl.O1CCOCC1>[NH2:1][C@H:2]([C:10]([OH:12])=[O:11])[CH2:3][C:4]1[CH:9]=[CH:8][CH:7]=[CH:6][CH:5]=1.[NH2:20][N:21]1[CH2:27][C:25](=[O:26])[NH:24][C:22]1=[O:23] |f:0.1,2.3,4.5|. Reported procedure: The resulting Boc-Phe-Aminohydantoin (0.25 mmol) was dissolved in 5 ml 4M HCl/Dioxan. The solution was stirred for 2 hours at room temperature. Afterwards the solvent was removed and the residue was washed with diethyl ether. Solid product was dried in vaccuo. Reactants: CC#N, C[Si](C)(C)Cl, ClC(Cl)Cl, COc1ncc(F)nc1C(N)=O, [I-], [Na+], O. Product: NC(=O)c1nc(F)cnc1O. RXN SMILES: [CH3:21][C:22]#[N:23].[CH3:3][Si:4]([Cl:5])([CH3:6])[CH3:7].[CH:24]([Cl:25])([Cl:26])[Cl:27].[F:8][c:9]1[cH:10][n:11][c:12]([O:18][CH3:19])[c:13]([C:15](=[O:16])[NH2:17])[n:14]1.[I-:2].[Na+:1].[OH2:20]>>[F:8][c:9]1[cH:10][n:11][c:12]([OH:18])[c:13]([C:15](=[O:16])[NH2:17])[n:14]1. Reactants: [N+](=O)([O-])C1=CN=C(N1CCC1=CC=NC=C1)C (5-nitro-2-methyl-1-[2-(4-pyridinyl)-ethyl]-imidazole). Run in C(C)O (ethanol). Yields the product [N+](=O)([O-])C1=CN=C(N1CCC1=CC=NC=C1)C=CN(C)C (5-nitro-1-[2-(4-pyridinyl)-ethyl]-2-(2-dimethylaminovinyl)-imidazole). Reaction SMILES: [N+:1]([C:4]1[N:8]([CH2:9][CH2:10][C:11]2[CH:16]=[CH:15][N:14]=[CH:13][CH:12]=2)[C:7]([CH3:17])=[N:6][CH:5]=1)([O-:3])=[O:2]>C(O)C>[N+:1]([C:4]1[N:8]([CH2:9][CH2:10][C:11]2[CH:16]=[CH:15][N:14]=[CH:13][CH:12]=2)[C:7]([CH:17]=[CH:7][N:8]([CH3:9])[CH3:4])=[N:6][CH:5]=1)([O-:3])=[O:2]. Procedure details: 2.32 g. (0.01 mole) of 5-nitro-2-methyl-1-[2-(4-pyridinyl)-ethyl]-imidazole was reacted analogously to Example 1. After cooling, the reaction solution was mixed with ethanol and the precipitate vacuum-filtered; m.p. 190°-191° C. The reactants are CC=1OC2=C(C1)C=C(C=C2)C#N (2-methylbenzofuran-5-carbonitrile), S(=O)(=O)(Cl)Cl (sulphuryl chloride). The solvent is C(Cl)(Cl)Cl (chloroform). Product: ClC1=C(OC2=C1C=C(C=C2)C#N)C (3-chloro-2-methylbenzofuran-5-carbonitrile). Isolated yield 24.3%. As a reaction SMILES: [CH3:1][C:2]1[O:3][C:4]2[CH:10]=[CH:9][C:8]([C:11]#[N:12])=[CH:7][C:5]=2[CH:6]=1.S(Cl)([Cl:16])(=O)=O>C(Cl)(Cl)Cl>[Cl:16][C:6]1[C:5]2[CH:7]=[C:8]([C:11]#[N:12])[CH:9]=[CH:10][C:4]=2[O:3][C:2]=1[CH3:1]. Procedure: A solution of 2-methylbenzofuran-5-carbonitrile (J. Het. Chem., 4, 441, 1967) (1.52 g) and sulphuryl chloride (1.49 g) in chloroform (25 ml) was heated under reflux for 9 hours and then cooled. The solution was washed successively with water, dilute sodium hydroxide solution, water and then dried (Na2SO4). Evaporation of the solvent gave a solid which was crystallised twice from methanol to give 3-chloro-2-methylbenzofuran-5-carbonitrile (0.45 g), m.p. 131.5°-133.5°. Reactants: CCOC(=O)c1cc(C)n(-c2cccc(-c3ccccc3OC(F)(F)F)c2)n1, CO, [Na+], [OH-], O, O=C(O)CC(O)(CC(=O)O)C(=O)O. The product is Cc1cc(C(=O)O)nn1-c1cccc(-c2ccccc2OC(F)(F)F)c1. RXN SMILES: [CH2:1]([CH3:2])[O:3][C:4](=[O:5])[c:6]1[n:7][n:8](-[c:12]2[cH:13][c:14](-[c:18]3[c:19]([O:24][C:25]([F:26])([F:27])[F:28])[cH:20][cH:21][cH:22][cH:23]3)[cH:15][cH:16][cH:17]2)[c:9]([CH3:11])[cH:10]1.[CH3:42][OH:43].[Na+:45].[OH-:44].[OH2:46].[OH:29][C:30]([CH2:31][C:32]([C:33](=[O:34])[OH:35])([CH2:36][C:37](=[O:38])[OH:39])[OH:40])=[O:41]>>[O:3]=[C:4]([OH:5])[c:6]1[n:7][n:8](-[c:12]2[cH:13][c:14](-[c:18]3[c:19]([O:24][C:25]([F:26])([F:27])[F:28])[cH:20][cH:21][cH:22][cH:23]3)[cH:15][cH:16][cH:17]2)[c:9]([CH3:11])[cH:10]1. Product: O=S(=O)(c1ccccc1)n1ccc2cc(OCc3ccccc3)ccc21. Reaction SMILES: [Br-:37].[CH3:30][c:31]1[cH:32][cH:33][cH:34][cH:35][cH:36]1.[CH3:38][CH2:39][CH2:40][CH2:41][N+:42]([CH2:43][CH2:44][CH2:45][CH3:46])([CH2:47][CH2:48][CH2:49][CH3:50])[CH2:51][CH2:52][CH2:53][CH3:54].[Na+:29].[OH-:28].[OH2:55].[c:18]1([S:24](=[O:25])(=[O:26])[Cl:27])[cH:19][cH:20][cH:21][cH:22][cH:23]1.[c:1]1([CH2:7][O:8][c:9]2[cH:10][c:11]3[cH:12][cH:13][nH:14][c:15]3[cH:16][cH:17]2)[cH:2][cH:3][cH:4][cH:5][cH:6]1>>[c:1]1([CH2:7][O:8][c:9]2[cH:10][c:11]3[cH:12][cH:13][n:14]([S:24]([c:18]4[cH:19][cH:20][cH:21][cH:22][cH:23]4)(=[O:25])=[O:26])[c:15]3[cH:16][cH:17]2)[cH:2][cH:3][cH:4][cH:5][cH:6]1. The reactants are [Br-], Cc1ccccc1, CCCC[N+](CCCC)(CCCC)CCCC, [Na+], [OH-], O, O=S(=O)(Cl)c1ccccc1, c1ccc(COc2ccc3[nH]ccc3c2)cc1.